Dataset: the Open Reaction Database (ORD), a public repository of structured organic reaction records. Task: describe an organic reaction: reactants, conditions, products, and yield Starting materials: ClC1=CC(=C(C(=C1C)C1=NN=NN1)C1=CC(=CC=C1)F)C(C)=O (1-[4-chloro-3′-fluoro-5-methyl-6-(1H-tetrazol-5-yl)biphenyl-2-yl]ethanone), C(C)(=O)[O-].[NH4+] (ammonium acetate), C(#N)[BH3-].[Na+] (sodium cyanoborohydride). Run in CO (methanol), C(C)#N (acetonitrile). Run at temperature 65 celsius. The product is ClC1=CC(=C(C(=C1C)C1=NN=NN1)C1=CC(=CC=C1)F)C(C)N (1-[4-Chloro-3′-fluoro-5-methyl-6-(1H-tetrazol-5-yl)biphenyl-2-yl]ethanamine). RXN SMILES: [Cl:1][C:2]1[C:7]([CH3:8])=[C:6]([C:9]2[NH:13][N:12]=[N:11][N:10]=2)[C:5]([C:14]2[CH:19]=[CH:18][CH:17]=[C:16]([F:20])[CH:15]=2)=[C:4]([C:21](=O)[CH3:22])[CH:3]=1.C([O-])(=O)C.[NH4+].C([BH3-])#[N:30].[Na+]>CO.C(#N)C>[Cl:1][C:2]1[C:7]([CH3:8])=[C:6]([C:9]2[NH:13][N:12]=[N:11][N:10]=2)[C:5]([C:14]2[CH:19]=[CH:18][CH:17]=[C:16]([F:20])[CH:15]=2)=[C:4]([CH:21]([NH2:30])[CH3:22])[CH:3]=1 |f:1.2,3.4|. Reported procedure: A mixture of 1-[4-chloro-3′-fluoro-5-methyl-6-(1H-tetrazol-5-yl)biphenyl-2-yl]ethanone (85 mg, 0.26 mmol), ammonium acetate (198 mg, 2.57 mmol) and sodium cyanoborohydride (32 mg, 0.51 mmol) in methanol (0.9 mL) and acetonitrile (0.9 mL) was heated at 65° C. overnight in a sealed tube. The mixture was cooled to room temperature and quenched with saturated sodium bicarbonate and extracted with ethyl acetate. The combined extracts were dried over magnesium sulfate and evaporated to dryness. The cr...